From a dataset of the Open Reaction Database (ORD), a public repository of structured organic reaction records. describe an organic reaction: reactants, conditions, products, and yield Reactants: CCOC(=O)c1ccc2[nH]c(S)nc2c1, COc1ccnc(CCl)c1OC, CCO, Cl, [Na+], [OH-], O. Product: CCOC(=O)c1ccc2[nH]c(SCc3nccc(OC)c3OC)nc2c1. As a reaction SMILES: [C:1](=[O:2])([O:3][CH2:4][CH3:5])[c:6]1[cH:7][c:8]2[c:9]([nH:10][c:11]([SH:13])[n:12]2)[cH:14][cH:15]1.[CH3:19][O:20][c:21]1[c:22]([CH2:29][Cl:30])[n:23][cH:24][cH:25][c:26]1[O:27][CH3:28].[CH3:32][CH2:33][OH:34].[ClH:18].[Na+:17].[OH-:16].[OH2:31]>>[C:1](=[O:2])([O:3][CH2:4][CH3:5])[c:6]1[cH:7][c:8]2[c:9]([nH:10][c:11]([S:13][CH2:29][c:22]3[c:21]([O:20][CH3:19])[c:26]([O:27][CH3:28])[cH:25][cH:24][n:23]3)[n:12]2)[cH:14][cH:15]1. The reactants are Cl (hydrochloric acid), OO (hydrogen peroxide), ClC=1C=CC(=C(N)C1)[N+](=O)[O-] (5-chloro-2-nitroaniline), FC1=CC=C(C=C1)CC#N (4-fluorophenylacetonitrile), CC(C)([O-])C.[K+] (potassium t-butoxide). As a reaction SMILES: Cl[C:2]1[CH:3]=[CH:4][C:5]([N+:9]([O-:11])=[O:10])=[C:6]([CH:8]=1)[NH2:7].[F:12][C:13]1[CH:18]=[CH:17][C:16]([CH2:19]C#N)=[CH:15][CH:14]=1.CC(C)([O-:25])C.[K+].OO.Cl>CN(C)C=O.CCCCCC.C(OCC)(=O)C>[NH2:7][C:6]1[CH:8]=[C:2]([CH:3]=[CH:4][C:5]=1[N+:9]([O-:11])=[O:10])[C:19]([C:16]1[CH:17]=[CH:18][C:13]([F:12])=[CH:14][CH:15]=1)=[O:25] |f:2.3|. Reported procedure: To a cold (0° C.) solution of 17.25 g (100 mmol) of 5-chloro-2-nitroaniline and 12 ml (100 mmol) of 4-fluorophenylacetonitrile in 200 ml of dimethylformamide, was added 22.44 g (200 mmol) of potassium t-butoxide, under nitrogen. The reaction mixture was warmed to room temperature and reacted overnight. When the reaction was substantially complete, as indicated by TLC (eluent of 40% ethyl acetate in hexane), the reaction mixture was cooled to 0° C. followed by the addition of 30 ml of hydrogen pe... Yields the product NC=1C=C(C(=O)C2=CC=C(C=C2)F)C=CC1[N+](=O)[O-] (3-Amino-4-nitro-4'-fluorobenzophenone). Solvent: C(C)(=O)OCC (ethyl acetate), CCCCCC (hexane), C(C)(=O)OCC (ethyl acetate), CCCCCC (hexane), CN(C=O)C (dimethylformamide). Reactants: CCOC(CN)OCC, CCN(C(C)C)C(C)C, CCOC(=O)Cl, ClCCl, O=C1CCC(=O)N1O. As a reaction SMILES: [CH2:24]([CH3:25])[O:26][CH:27]([CH2:28][NH2:29])[O:30][CH2:31][CH3:32].[CH:15]([N:16]([CH2:17][CH3:18])[CH:19]([CH3:20])[CH3:21])([CH3:22])[CH3:23].[Cl:1][C:2](=[O:3])[O:4][CH2:5][CH3:6].[Cl:33][CH2:34][Cl:35].[OH:7][N:8]1[C:9](=[O:10])[CH2:11][CH2:12][C:13]1=[O:14]>>[C:2](=[O:3])([O:4][CH2:5][CH3:6])[NH:29][CH2:28][CH:27]([O:26][CH2:24][CH3:25])[O:30][CH2:31][CH3:32]. Product: CCOC(=O)NCC(OCC)OCC. Reactants: CC1(C(C(C=2C(CC(CC12)C)=O)(C)C)C)C (1,1,2,3,3,6-hexamethyl-1,2,3,5,6,7-hexahydro-inden-4-one), C(C)(=O)O.C(=N)N (formamidine acetate). The solvent is C(CCC)O (butanol). Conditions: temperature 130 celsius, time 24 hour. Yields the product CC1(C(C(C2=C1C1=NC=NC=C1C(C2)C)(C)C)C)C (1,1,2,3,3,5-hexamethyl-2,3,4,5-tetrahydro-1H-7,9-diaza-cyclopenta[a]naphthalene). As a reaction SMILES: [CH3:1][C:2]1([CH3:16])[C:10]2[CH2:9][CH:8]([CH3:11])[CH2:7][C:6](=O)[C:5]=2[C:4]([CH3:14])([CH3:13])[CH:3]1[CH3:15].[C:17](O)(=O)C.[CH:21]([NH2:23])=[NH:22]>C(O)CCC>[CH3:1][C:2]1([CH3:16])[C:10]2[C:9]3[C:8]([CH:7]([CH3:17])[CH2:6][C:5]=2[C:4]([CH3:14])([CH3:13])[CH:3]1[CH3:15])=[CH:11][N:23]=[CH:21][N:22]=3 |f:1.2|. Procedure details: A 100 mL reaction flask is charged with 1,1,2,3,3,6-hexamethyl-1,2,3,5,6,7-hexahydro-inden-4-one (prepared as described in U.S. Pat. No. 3,927,083) (10 g, 0.045 mol), formamidine acetate (23 g, 0.22 mol), and butanol (50 mL). The reaction mixture is heated to 130° C. and stirred for 24 hours. The crude mass is washed once with aqueous sulfuric acid (10%, 100 mL) followed by twice with brine (30 mL). Butanol is recovered by roto-evaporation. The crude product is further purified with liquid chrom... The reactants are CNCC(C)(C)C1OCCC(C)O1, CN(C)S(=O)(=O)c1nnc(N=C=O)s1, CCOC(C)=O. Product: CC1CCOC(C(C)(C)CN(C)C(=O)Nc2nnc(S(=O)(=O)N(C)C)s2)O1. As a reaction SMILES: [CH3:15][C:16]([CH2:17][NH:18][CH3:19])([CH:20]1[O:21][CH2:22][CH2:23][CH:24]([CH3:26])[O:25]1)[CH3:27].[CH3:1][N:2]([CH3:3])[S:4](=[O:5])(=[O:6])[c:7]1[n:8][n:9][c:10]([N:12]=[C:13]=[O:14])[s:11]1.[CH3:28][CH2:29][O:30][C:31](=[O:32])[CH3:33]>>[CH3:1][N:2]([CH3:3])[S:4](=[O:5])(=[O:6])[c:7]1[n:8][n:9][c:10]([NH:12][C:13](=[O:14])[N:18]([CH2:17][C:16]([CH3:15])([CH:20]2[O:21][CH2:22][CH2:23][CH:24]([CH3:26])[O:25]2)[CH3:27])[CH3:19])[s:11]1. Reactants: CN(C1=CC=C(C=C1)B(O)O)C (4-(dimethylamino)phenylboronic acid), C(C1=CC=CC=C1)(=O)NC1=C(C(=O)OC(C)(C)C)C=CC(=C1)Br (tert-butyl 2-(benzamido)-4-bromobenzoate), di(acetato)dicyclohexylphenylphosphine palladium(II), di(acetato)dicyclohexylphenylphosphine palladium(II), C([O-])([O-])=O.[Na+].[Na+] (sodium carbonate), polymer, polymer. The solvent is CN(C(C)=O)C (N,N-dimethylacetamide). Run at temperature 110 celsius, time 24 hour. Yields the product C(C1=CC=CC=C1)(=O)NC1=C(C(=O)OC(C)(C)C)C=CC(=C1)C1=CC=C(C=C1)N(C)C (tert-butyl 2-(benzamido)-4-(4-(dimethylamino)phenyl)benzoate). RXN SMILES: [CH3:1][N:2]([CH3:12])[C:3]1[CH:8]=[CH:7][C:6](B(O)O)=[CH:5][CH:4]=1.C(=O)([O-])[O-].[Na+].[Na+].[C:19]([NH:27][C:28]1[CH:40]=[C:39](Br)[CH:38]=[CH:37][C:29]=1[C:30]([O:32][C:33]([CH3:36])([CH3:35])[CH3:34])=[O:31])(=[O:26])[C:20]1[CH:25]=[CH:24][CH:23]=[CH:22][CH:21]=1>CN(C)C(=O)C>[C:19]([NH:27][C:28]1[CH:40]=[C:39]([C:6]2[CH:7]=[CH:8][C:3]([N:2]([CH3:12])[CH3:1])=[CH:4][CH:5]=2)[CH:38]=[CH:37][C:29]=1[C:30]([O:32][C:33]([CH3:35])([CH3:36])[CH3:34])=[O:31])(=[O:26])[C:20]1[CH:21]=[CH:22][CH:23]=[CH:24][CH:25]=1 |f:1.2.3|. Reported procedure: 46 mg of 4-(dimethylamino)phenylboronic acid, 49 mg of sodium carbonate and 5.7 mg of polymer supported di(acetato)dicyclohexylphenylphosphine palladium(II) were added to 2.5 mL of N,N-dimethylacetamide solution containing 70 mg of tert-butyl 2-(benzamido)-4-bromobenzoate, and stirred at 110° C. for 24 hours. After the reaction mixture was cooled to room temperature 5.7 mg polymer supported di(acetato)dicyclohexylphenylphosphine palladium(II) was added and stirred at 110° C. for 24 hours, After ...